describe an organic reaction: reactants, conditions, products, and yield From a dataset of the Open Reaction Database (ORD), a public repository of structured organic reaction records. Starting materials: NC1=C(C=O)C=CC(=C1)Cl (2-amino-4-chlorobenzaldehyde), ClC1=C(C(=CC=C1)OC)CCC#N (3-(2-chloro-6-methoxyphenyl)propionitrile). The product is ClC1=CC=C2C=C(C(=NC2=C1)N)CC1=C(C=CC=C1OC)Cl (7-Chloro-3-(2-chloro-6-methoxybenzyl)quinolin-2-amine). RXN SMILES: [NH2:1][C:2]1[CH:9]=[C:8]([Cl:10])[CH:7]=[CH:6][C:3]=1[CH:4]=O.[Cl:11][C:12]1[CH:17]=[CH:16][CH:15]=[C:14]([O:18][CH3:19])[C:13]=1[CH2:20][CH2:21][C:22]#[N:23]>>[Cl:10][C:8]1[CH:9]=[C:2]2[C:3]([CH:4]=[C:21]([CH2:20][C:13]3[C:14]([O:18][CH3:19])=[CH:15][CH:16]=[CH:17][C:12]=3[Cl:11])[C:22]([NH2:23])=[N:1]2)=[CH:6][CH:7]=1. Reported procedure: The title compound was synthesized according to EXAMPLE 11 from 2-amino-4-chlorobenzaldehyde and 3-(2-chloro-6-methoxyphenyl)propionitrile.